From a dataset of the Open Reaction Database (ORD), a public repository of structured organic reaction records. describe an organic reaction: reactants, conditions, products, and yield Starting materials: ClC1=CC(=C(/C=C/C(=O)OC)C=C1)NS(=O)(=O)C1=CC=CC=C1 (methyl trans-4-chloro-2-(penylsulfonylamino)cinnamate), Br.BrCC(=O)C1=NC=CC(=C1)OC (2-bromoacetyl-4-methoxypyridine hydrobromide). Yields the product COC(CC1=C(NC2=CC(=CC=C12)Cl)C(=O)C1=NC=CC(=C1)OC)=O (Methyl[6-chloro-2-(4-methoxypyridine-2-carbonyl)-1H-indol-3-yl]acetate). RXN SMILES: [Cl:1][C:2]1[CH:13]=[CH:12][C:5](/[CH:6]=[CH:7]/[C:8]([O:10][CH3:11])=[O:9])=[C:4]([NH:14]S(C2C=CC=CC=2)(=O)=O)[CH:3]=1.Br.Br[CH2:26][C:27]([C:29]1[CH:34]=[C:33]([O:35][CH3:36])[CH:32]=[CH:31][N:30]=1)=[O:28]>>[CH3:11][O:10][C:8](=[O:9])[CH2:7][C:6]1[C:5]2[C:4](=[CH:3][C:2]([Cl:1])=[CH:13][CH:12]=2)[NH:14][C:26]=1[C:27]([C:29]1[CH:34]=[C:33]([O:35][CH3:36])[CH:32]=[CH:31][N:30]=1)=[O:28] |f:1.2|. Procedure: The title compound was prepared according to the procedure described in Example 57 from methyl trans-4-chloro-2-(penylsulfonylamino)cinnamate (step 1 of Example 8, Method A) and 2-bromoacetyl-4-methoxypyridine hydrobromide*. Reactants: P(O)(O)(O)=O (phosphoric acid), BrC=1C(=C(N(C1Br)CC1=CC=CC=C1)C(=O)OCC)OC(C)C (Ethyl 4,5-dibromo-3-(1-methylethoxy)-1-(phenylmethyl)-1H-pyrrole-2-carboxylate), ice water, [OH-].[Na+] (NaOH). The solvent is CO (methanol). The product is BrC=1C(=C(N(C1Br)CC1=CC=CC=C1)C(=O)O)OC(C)C (4,5-Dibromo-3-(1-methylethoxy)-1-(phenylmethyl)-1H-pyrrole-2-carboxylic acid). Yield: 87.9%. Reaction SMILES: [Br:1][C:2]1[C:3]([O:20][CH:21]([CH3:23])[CH3:22])=[C:4]([C:15]([O:17]CC)=[O:16])[N:5]([CH2:8][C:9]2[CH:14]=[CH:13][CH:12]=[CH:11][CH:10]=2)[C:6]=1[Br:7].[OH-].[Na+].P(=O)(O)(O)O>CO>[Br:1][C:2]1[C:3]([O:20][CH:21]([CH3:23])[CH3:22])=[C:4]([C:15]([OH:17])=[O:16])[N:5]([CH2:8][C:9]2[CH:14]=[CH:13][CH:12]=[CH:11][CH:10]=2)[C:6]=1[Br:7] |f:1.2|. Procedure: Ethyl 4,5-dibromo-3-(1-methylethoxy)-1-(phenylmethyl)-1H-pyrrole-2-carboxylate (2.5 g, 0.006 moles) is dissolved in methanol (30 mL), and 2N NaOH (15 mL) is added. The mixture is heated under nitrogen to reflux. After 1 hour the mixture is stirred into ice water (350 mL) and acidified with phosphoric acid. The precipitate is filtered off, rinsed with cold dilute acid, ice water and dried to afford the pure product (2.2 g); mp 122° C. (dec). The reactants are IC[C@H]1CN(CC1)C(=O)OC(C)(C)C (tert-butyl (R)-3-iodomethylpyrrolidine-1-carboxylate), OC[C@@H]1CN(CC1)C(=O)OC(C)(C)C (tert-butyl (S)-3-hydroxymethylpyrrolidine-1-carboxylate). Product: IC[C@@H]1CN(CC1)C(=O)OC(C)(C)C (tert-Butyl (S)-3-iodomethylpyrrolidine-1-carboxylate). As a reaction SMILES: [I:1][CH2:2][C@@H:3]1[CH2:7][CH2:6][N:5]([C:8]([O:10][C:11]([CH3:14])([CH3:13])[CH3:12])=[O:9])[CH2:4]1.OC[C@H]1CCN(C(OC(C)(C)C)=O)C1>>[I:1][CH2:2][C@H:3]1[CH2:7][CH2:6][N:5]([C:8]([O:10][C:11]([CH3:14])([CH3:13])[CH3:12])=[O:9])[CH2:4]1. Procedure details: Prepared by proceeding in a similar manner to Intermediate 100 starting with tert-butyl (S)-3-hydroxymethylpyrrolidine-1-carboxylate. Starting materials: CI (MeI), CI (MeI), O (H2O), OC1=CC=CC2=C1SC(=C2C(=O)C2=CC=C(C=C2)F)C2=CC=C(C=C2)OCCN2CCCC2 (4-fluorophenyl 7-hydroxy-2-[4-[2-(1-pyrrolidinyl)ethoxy]phenyl]benzo[b]thiophen-3-yl ketone), alkoxide, CI (methyl iodide), [OH-].[K+] (KOH). Solvent: CS(=O)C (DMSO). Run at time 1.5 hour. The product is COC1=CC=CC2=C1SC(=C2C(=O)C2=CC=C(C=C2)F)C2=CC=C(C=C2)OCCN2CCCC2 (4-Fluorophenyl 7-Methoxy-2-[4-[2-(1-pyrrolidinyl)ethoxy]phenyl]benzo[b]thiophen-3-yl Ketone). The yield is 28.7%. RXN SMILES: [OH-].[K+].[OH:3][C:4]1[C:9]2[S:10][C:11]([C:22]3[CH:27]=[CH:26][C:25]([O:28][CH2:29][CH2:30][N:31]4[CH2:35][CH2:34][CH2:33][CH2:32]4)=[CH:24][CH:23]=3)=[C:12]([C:13]([C:15]3[CH:20]=[CH:19][C:18]([F:21])=[CH:17][CH:16]=3)=[O:14])[C:8]=2[CH:7]=[CH:6][CH:5]=1.[CH3:36]I.O>CS(C)=O>[CH3:36][O:3][C:4]1[C:9]2[S:10][C:11]([C:22]3[CH:27]=[CH:26][C:25]([O:28][CH2:29][CH2:30][N:31]4[CH2:32][CH2:33][CH2:34][CH2:35]4)=[CH:24][CH:23]=3)=[C:12]([C:13]([C:15]3[CH:20]=[CH:19][C:18]([F:21])=[CH:17][CH:16]=3)=[O:14])[C:8]=2[CH:7]=[CH:6][CH:5]=1 |f:0.1|. Procedure details: To a suspension of powdered KOH (177 mg, 3.15 mmol) in 1.6 mL of dry DMSO was added 4-fluorophenyl 7-hydroxy-2-[4-[2-(1-pyrrolidinyl)ethoxy]phenyl]benzo[b]thiophen-3-yl ketone (350370) (Example 75, Part G) (364 mg, 0.788 mmol) at room temperature. The reaction mixture turned orange in color. To the alkoxide was added slowly methyl iodide (49 μL, 0.79 mmol) over a period of 15 min. The reaction mixture was then stirred for 1.5 h. Another portion of MeI (20 μL, 0.32 mmol) was added, stirred for 1.... Run in O1CCCC1 (tetrahydrofuran), C(C)(=O)OCC (ethyl acetate). The product is [N+](=O)([O-])CC1(CCCCC1)CC#N ((1-Nitromethyl-cyclohexyl)-acetonitrile). Procedure details: The nitrile (compound 2, 0.78 g, 6.44 mmol), nitromethane (0.80 g, 13.11 mmol) and tetrabutyl ammonium fluoride (1.0 M in tetrahydrofuran, 10 mL, 10 mmol) were heated in 20 mL tetrahydrofuran to 70° C. overnight. The reaction mixture was diluted with ethyl acetate and washed with dilute hydrochloric acid and water, dried over magnesium sulphate, filtered, and evaporated to dryness. The residue was purified by chromatography on silica eluting with heptane/ethyl acetate 3:1 to give the required pr... Reactants: nitrile, compound 2, [N+](=O)([O-])C (nitromethane), [F-].C(CCC)[N+](CCCC)(CCCC)CCCC (tetrabutyl ammonium fluoride). The yield is 91.1%. RXN SMILES: [N+:1]([CH3:4])([O-:3])=[O:2].[F-].C([N+:10]([CH2:19][CH2:20][CH2:21][CH3:22])(CCCC)CCCC)CCC>O1CCCC1.C(OCC)(=O)C>[N+:1]([CH2:4][C:21]1([CH2:20][C:19]#[N:10])[CH2:22][CH2:22][CH2:21][CH2:20][CH2:19]1)([O-:3])=[O:2] |f:1.2|.